Dataset: the Open Reaction Database (ORD), a public repository of structured organic reaction records. Task: describe an organic reaction: reactants, conditions, products, and yield Starting materials: CC(C)(C)OC(=O)NCCOCCOCCOCC(=O)N1CCN(c2cccc3c2CCC3n2cccc(C(=O)Nc3ccc(Cl)cc3)c2=O)CC1, ClCCl, O=C(O)C(F)(F)F. Yields the product NCCOCCOCCOCC(=O)N1CCN(c2cccc3c2CCC3n2cccc(C(=O)Nc3ccc(Cl)cc3)c2=O)CC1. Reaction SMILES: [Cl:1][c:2]1[cH:3][cH:4][c:5]([NH:8][C:9](=[O:10])[c:11]2[c:12](=[O:52])[n:13]([CH:17]3[CH2:18][CH2:19][c:20]4[c:21]([N:26]5[CH2:27][CH2:28][N:29]([C:32]([CH2:33][O:34][CH2:35][CH2:36][O:37][CH2:38][CH2:39][O:40][CH2:41][CH2:42][NH:43][C:44](=[O:45])[O:46][C:47]([CH3:48])([CH3:49])[CH3:50])=[O:51])[CH2:30][CH2:31]5)[cH:22][cH:23][cH:24][c:25]43)[cH:14][cH:15][cH:16]2)[cH:6][cH:7]1.[Cl:60][CH2:61][Cl:62].[F:53][C:54]([F:55])([F:56])[C:57]([OH:58])=[O:59]>>[Cl:1][c:2]1[cH:3][cH:4][c:5]([NH:8][C:9](=[O:10])[c:11]2[c:12](=[O:52])[n:13]([CH:17]3[CH2:18][CH2:19][c:20]4[c:21]([N:26]5[CH2:27][CH2:28][N:29]([C:32]([CH2:33][O:34][CH2:35][CH2:36][O:37][CH2:38][CH2:39][O:40][CH2:41][CH2:42][NH2:43])=[O:51])[CH2:30][CH2:31]5)[cH:22][cH:23][cH:24][c:25]43)[cH:14][cH:15][cH:16]2)[cH:6][cH:7]1.